Dataset: the Open Reaction Database (ORD), a public repository of structured organic reaction records. Task: describe an organic reaction: reactants, conditions, products, and yield The reactants are N1C=NC2=C1C=CC=C2 (1H-benzoimidazole), C[Si](CCOCN1C=NC2=C1C=CC=C2)(C)C (1-(2-(trimethyl-silanyl)-ethoxymethyl]-1H-benzoimidazole), C(CCC)[Li] (n-butyllithium), II (iodine). Solvent: C1CCOC1 (THF), C1CCOC1 (THF), C1CCOC1 (THF). Reaction conditions: temperature -78 celsius, time 25 minute. The product is IC1=NC2=C(N1COCC[Si](C)(C)C)C=CC=C2 (2-iodo-1-[2-(trimethyl-silanyl)-ethoxymethyl]-1H-benzoimidazole). Isolated yield 63.2%. As a reaction SMILES: N1C2C=CC=CC=2N=C1.[CH3:10][Si:11]([CH3:26])([CH3:25])[CH2:12][CH2:13][O:14][CH2:15][N:16]1[C:20]2[CH:21]=[CH:22][CH:23]=[CH:24][C:19]=2[N:18]=[CH:17]1.C([Li])CCC.[I:32]I>C1COCC1>[I:32][C:17]1[N:16]([CH2:15][O:14][CH2:13][CH2:12][Si:11]([CH3:26])([CH3:25])[CH3:10])[C:20]2[CH:21]=[CH:22][CH:23]=[CH:24][C:19]=2[N:18]=1. Procedure: Preparation of 2-iodo-1-[2-trimethyl-silanyl)-ethoxymethyl]-1H-benzoimidazole. A solution of 1-(2-(trimethyl-silanyl)-ethoxymethyl]-1H-benzoimidazole (5.029 g, 20.25 mmol) (see Witten et al., J. Org. Chem, 51, 1891-1894 (1986)) in THF (50 mL) was cooled to −78° C. and added dropwise over 12 min via cannula to a flask containing n-butyllithium (2.5 M in hexanes, 12.2 mL) in THF (30 mL) at −78° C. under argon. After stirring for 25 min at −78° C., the flask was warmed to 0° C. for 10 min, then coo... Reactants: O=C(NCC1CCCC1)c1ccc2cc[nH]c2c1, [Na+], CN(C)C=O, [OH-], O=P(Cl)(Cl)Cl. The product is O=Cc1c[nH]c2cc(C(=O)NCC3CCCC3)ccc12. Reaction SMILES: [CH:6]1([CH2:11][NH:12][C:13](=[O:14])[c:15]2[cH:16][cH:17][c:18]3[cH:19][cH:20][nH:21][c:22]3[cH:23]2)[CH2:7][CH2:8][CH2:9][CH2:10]1.[Na+:25].[O:26]=[CH:27][N:28]([CH3:29])[CH3:30].[OH-:24].[P:1]([Cl:2])([Cl:3])([Cl:4])=[O:5]>>[CH:6]1([CH2:11][NH:12][C:13](=[O:14])[c:15]2[cH:16][cH:17][c:18]3[c:19]([CH:27]=[O:26])[cH:20][nH:21][c:22]3[cH:23]2)[CH2:7][CH2:8][CH2:9][CH2:10]1. Starting materials: Cc1ccccc1, O, O, CC1(O)CCCc2ccccc21, Cc1ccc(S(=O)(=O)O)cc1. Product: CC1=CCCc2ccccc21. Reaction SMILES: [CH3:26][c:27]1[cH:28][cH:29][cH:30][cH:31][cH:32]1.[OH2:13].[OH2:25].[OH:1][C:2]1([CH3:12])[CH2:3][CH2:4][CH2:5][c:6]2[cH:7][cH:8][cH:9][cH:10][c:11]21.[c:14]1([CH3:15])[cH:16][cH:17][c:18]([S:19]([OH:20])(=[O:21])=[O:22])[cH:23][cH:24]1>>[C:2]1([CH3:12])=[CH:3][CH2:4][CH2:5][c:6]2[cH:7][cH:8][cH:9][cH:10][c:11]21. Yields the product COC=1C=C(CC2N(CCC3=CC(=CC=C23)OC)CC(=O)NCC2=C(C=CC=C2)F)C=CC1OC (2-[1-(3,4-Dimethoxy-benzyl)-6-methoxy-3,4-dihydro-1H-isoquinolin-2-yl]-N-(2-fluoro-benzyl)-acetamide). The reactants are COC=1C=C(CC2NCCC3=CC(=CC=C23)OC)C=CC1OC (1-(3,4-dimethoxy-benzyl)-6-methoxy-1,2,3,4-tetrahydroisoquinoline), BrCC(=O)Br (2-bromoacetyl bromide), FC1=C(CN)C=CC=C1 (2-fluorobenzylamine). Reaction SMILES: [CH3:1][O:2][C:3]1[CH:4]=[C:5]([CH:19]=[CH:20][C:21]=1[O:22][CH3:23])[CH2:6][CH:7]1[C:16]2[C:11](=[CH:12][C:13]([O:17][CH3:18])=[CH:14][CH:15]=2)[CH2:10][CH2:9][NH:8]1.Br[CH2:25][C:26](Br)=[O:27].[F:29][C:30]1[CH:37]=[CH:36][CH:35]=[CH:34][C:31]=1[CH2:32][NH2:33]>>[CH3:1][O:2][C:3]1[CH:4]=[C:5]([CH:19]=[CH:20][C:21]=1[O:22][CH3:23])[CH2:6][CH:7]1[C:16]2[C:11](=[CH:12][C:13]([O:17][CH3:18])=[CH:14][CH:15]=2)[CH2:10][CH2:9][N:8]1[CH2:25][C:26]([NH:33][CH2:32][C:31]1[CH:34]=[CH:35][CH:36]=[CH:37][C:30]=1[F:29])=[O:27]. Procedure: prepared by reaction of 1-(3,4-dimethoxy-benzyl)-6-methoxy-1,2,3,4-tetrahydroisoquinoline and 2-bromoacetyl bromide with 2-fluorobenzylamine The reactants are CCOC(=O)C1=Cc2cccc(C=CC(=O)OC(C)(C)C)c2OCC1, O=C(O)C(F)(F)F. The product is CCOC(=O)C1=Cc2cccc(C=CC(=O)O)c2OCC1. Reaction SMILES: [C:1]([CH3:2])([CH3:3])([CH3:4])[O:5][C:6](=[O:7])[CH:8]=[CH:9][c:10]1[cH:11][cH:12][cH:13][c:14]2[c:20]1[O:19][CH2:18][CH2:17][C:16]([C:21](=[O:22])[O:23][CH2:24][CH3:25])=[CH:15]2.[OH:26][C:27]([C:28]([F:29])([F:30])[F:31])=[O:32]>>[O:5]=[C:6]([OH:7])[CH:8]=[CH:9][c:10]1[cH:11][cH:12][cH:13][c:14]2[c:20]1[O:19][CH2:18][CH2:17][C:16]([C:21](=[O:22])[O:23][CH2:24][CH3:25])=[CH:15]2. The reactants are CCCCCCCCCCCC(=O)[O-], CCCCCCCCCCCC(=O)[O-], N=c1sc2ccccc2n1Cc1ccccc1, CCCC[Sn+2]CCCC, CC(C)=O, O=C=NC1CCCCC1, O. The product is O=C(N=c1sc2ccccc2n1Cc1ccccc1)NC1CCCCC1. RXN SMILES: [C:18]([O-:19])(=[O:20])[CH2:21][CH2:22][CH2:23][CH2:24][CH2:25][CH2:26][CH2:27][CH2:28][CH2:29][CH2:30][CH3:31].[C:32]([O-:33])(=[O:34])[CH2:35][CH2:36][CH2:37][CH2:38][CH2:39][CH2:40][CH2:41][CH2:42][CH2:43][CH2:44][CH3:45].[CH2:1]([c:2]1[cH:3][cH:4][cH:5][cH:6][cH:7]1)[n:8]1[c:9](=[NH:17])[s:10][c:11]2[c:12]1[cH:13][cH:14][cH:15][cH:16]2.[CH2:46]([Sn+2:47][CH2:48][CH2:49][CH2:50][CH3:51])[CH2:52][CH2:53][CH3:54].[CH3:65][C:66](=[O:67])[CH3:68].[O:55]=[C:56]=[N:57][CH:58]1[CH2:59][CH2:60][CH2:61][CH2:62][CH2:63]1.[OH2:64]>>[CH2:1]([c:2]1[cH:3][cH:4][cH:5][cH:6][cH:7]1)[n:8]1[c:9](=[N:17][C:56](=[O:55])[NH:57][CH:58]2[CH2:59][CH2:60][CH2:61][CH2:62][CH2:63]2)[s:10][c:11]2[c:12]1[cH:13][cH:14][cH:15][cH:16]2. Starting materials: ClC1=CC=C(C=C1)C(CSC)=O (1-(4-chlorophenyl)-2-(methylthio)ethanone), C[Si]([N-][Si](C)(C)C)(C)C.[Li+] (lithium hexamethyldisilazide), N1(C=NC=C1)C(C(=O)OCC)=O (ethyl 2-(1H-imidazol-1-yl)-2-oxoacetate). The solvent is CC(C)(C)OC (MTBE), CC(C)(C)OC (MTBE). Run at time 8 hour. Yields the product ClC1=CC=C(C=C1)C(C(C(C(=O)OCC)=O)SC)=O (ethyl 4-(4-chlorophenyl)-3-(methylthio)-2,4-dioxobutanoate). Isolated yield 97.7%. Reaction SMILES: [Cl:1][C:2]1[CH:7]=[CH:6][C:5]([C:8](=[O:12])[CH2:9][S:10][CH3:11])=[CH:4][CH:3]=1.C[Si](C)(C)[N-][Si](C)(C)C.[Li+].N1([C:28](=[O:34])[C:29]([O:31][CH2:32][CH3:33])=[O:30])C=CN=C1>CC(OC)(C)C>[Cl:1][C:2]1[CH:3]=[CH:4][C:5]([C:8](=[O:12])[CH:9]([S:10][CH3:11])[C:28](=[O:34])[C:29]([O:31][CH2:32][CH3:33])=[O:30])=[CH:6][CH:7]=1 |f:1.2|. Reported procedure: To a solution of 15 g of 1-(4-chlorophenyl)-2-(methylthio)ethanone (2) in 70 mL of MTBE is added a solution of 86 mL of lithium hexamethyldisilazide (LiHMDS) under nitrogen gas, while keeping the temperature at −40° C. After stirring for 1.5 hours at this temperature, 14.4 g of ethyl 2-(1H-imidazol-1-yl)-2-oxoacetate (3) in 50 mL MTBE are added at 0° C., and the mixture is left stirring overnight at room temperature. The reaction solution was filtered off and the filtrate was suspended in 80 mL ...